From a dataset of the Open Reaction Database (ORD), a public repository of structured organic reaction records. describe an organic reaction: reactants, conditions, products, and yield Reactants: [N+](=[N-])=C (diazomethane), O1C(=CC=C1)C(=O)C1=CC=C2N1CCC2C(=O)O (5-(2-furoyl)-1,2-dihydro-3H-pyrrolo[1,2-a]pyrrole-1-carboxylic acid). Run in ClCCl (dichloromethane). Yields the product O1C(=CC=C1)C(=O)C1=CC=C2N1CCC2C(=O)OC (methyl 5-(2-furoyl)-1,2-dihydro-3H-pyrrolo[1,2-a]pyrrole-1-carboxylate). As a reaction SMILES: [O:1]1[CH:5]=[CH:4][CH:3]=[C:2]1[C:6]([C:8]1[N:12]2[CH2:13][CH2:14][CH:15]([C:16]([OH:18])=[O:17])[C:11]2=[CH:10][CH:9]=1)=[O:7].[N+](=[CH2:21])=[N-]>ClCCl>[O:1]1[CH:5]=[CH:4][CH:3]=[C:2]1[C:6]([C:8]1[N:12]2[CH2:13][CH2:14][CH:15]([C:16]([O:18][CH3:21])=[O:17])[C:11]2=[CH:10][CH:9]=1)=[O:7]. Procedure: A solution of 200 mg. of 5-(2-furoyl)-1,2-dihydro-3H-pyrrolo[1,2-a]pyrrole-1-carboxylic acid in 5 ml. of dichloromethane is treated with an excess of ethereal diazomethane, and the reaction mixture is maintained at room temperature for 30 minutes. The solvents and excess reagent are eliminated under reduced pressure and the residue crystallized from ethyl acetate-methanol, to yield methyl 5-(2-furoyl)-1,2-dihydro-3H-pyrrolo[1,2-a]pyrrole-1-carboxylate. The reactants are O (water), ClC=1C(=NC=CN1)NNC(C(F)(F)F)=O (trifluoroacetic acid N′-(3-chloro-pyrazin-2-yl)-hydrazide), N1=CC=CC=C1 (pyridine), BrBr (bromine). Run in CC(=O)O (AcOH), CC(=O)O (AcOH). Conditions: temperature 0 celsius. The product is BrC=1N=C(C(=NC1)NNC(C(F)(F)F)=O)Cl (trifluoroacetic acid N′-(5-bromo-3-chloro-pyrazin-2-yl)-hydrazide). RXN SMILES: [Cl:1][C:2]1[C:3]([NH:8][NH:9][C:10](=[O:15])[C:11]([F:14])([F:13])[F:12])=[N:4][CH:5]=[CH:6][N:7]=1.N1C=CC=CC=1.[Br:22]Br.O>CC(O)=O>[Br:22][C:6]1[N:7]=[C:2]([Cl:1])[C:3]([NH:8][NH:9][C:10](=[O:15])[C:11]([F:12])([F:13])[F:14])=[N:4][CH:5]=1. Procedure details: A solution of 2.40 g of the product of Step A and 1.97 g of pyridine in AcOH (10.0 mL) at 0° C. was stirred as a solution of 1.92 g of bromine in AcOH (1.0 mL) was added dropwise. The resulting mixture was stirred at 0° C. for one h and then warmed to ambient temperature and stirred for an additional 16 h. The reaction mixture was poured into water and extracted with EtOAc (2×). The combined organic extracts were washed with water, dried over magnesium sulfate, filtered, and concentrated to an o... Reactants: Cl (hydrogen chloride), Cl (hydrochloric acid), ice water, C(C)(C)(C)OC(=O)N[C@H](C)C(=O)O (N-(tert-butoxycarbonyl)-D-alanine), [H-].[Na+] (sodium hydride), C(C1=CC=CC=C1)Br (benzyl bromide). Solvent: O1CCOCC1 (dioxane), ClCCl (dichloromethane), CN(C=O)C (dimethylformamide), CN(C=O)C (dimethylformamide). Conditions: time 1 hour. The product is Cl.C(C1=CC=CC=C1)N[C@@H](C(=O)OCC1=CC=CC=C1)C (benzyl (2R)-2-(N-benzylamino)propionate hydrochloride). Reaction SMILES: C(O[C:6]([NH:8][C@@H:9]([C:11]([OH:13])=[O:12])[CH3:10])=O)(C)(C)C.[H-].[Na+].[CH2:16](Br)[C:17]1[CH:22]=[CH:21][CH:20]=[CH:19][CH:18]=1.[ClH:24]>CN(C)C=O.ClCCl.O1CCOCC1>[ClH:24].[CH2:6]([NH:8][C@H:9]([CH3:10])[C:11]([O:13][CH2:16][C:17]1[CH:22]=[CH:21][CH:20]=[CH:19][CH:18]=1)=[O:12])[C:17]1[CH:22]=[CH:21][CH:20]=[CH:19][CH:18]=1 |f:1.2,8.9|. Procedure details: A solution of N-(tert-butoxycarbonyl)-D-alanine (3 g) in dimethylformamide (5 ml) was added dropwise to a stirred solution mixture of 60% sodium hydride (1.4 g) in dimethylformamide (5 ml) at ice-bath temperature. After stirring for 30 minutes at the same temperature, benzyl bromide (4.14 ml) was added and then the mixture was stirred for 1 hour at the same temperature and then for 6 hours at room temperature. The reaction mixture was poured into a mixture of dilute hydrochloric acid and ice-wat... Yields the product CNCCCCn1c(C(=O)OC)c2c(c(OC)c1=O)C(=O)N(Cc1ccc(F)c(Cl)c1)CC2. Starting materials: C[Si](C)(C)C=[N+]=[N-], CCCCCC, CO, CNCCCCn1c(C(=O)OC)c2c(c(O)c1=O)C(=O)N(Cc1ccc(F)c(Cl)c1)CC2, ClCCl. As a reaction SMILES: [CH3:33][Si:34]([CH:35]=[N+:36]=[N-:37])([CH3:38])[CH3:39].[CH3:40][CH2:41][CH2:42][CH2:43][CH2:44][CH3:45].[CH3:46][OH:47].[Cl:1][c:2]1[cH:3][c:4]([CH2:5][N:6]2[C:7](=[O:28])[c:8]3[c:9]([OH:27])[c:10](=[O:26])[n:11]([CH2:20][CH2:21][CH2:22][CH2:23][NH:24][CH3:25])[c:12]([C:16](=[O:17])[O:18][CH3:19])[c:13]3[CH2:14][CH2:15]2)[cH:29][cH:30][c:31]1[F:32].[Cl:48][CH2:49][Cl:50]>>[Cl:1][c:2]1[cH:3][c:4]([CH2:5][N:6]2[C:7](=[O:28])[c:8]3[c:9]([O:27][CH3:33])[c:10](=[O:26])[n:11]([CH2:20][CH2:21][CH2:22][CH2:23][NH:24][CH3:25])[c:12]([C:16](=[O:17])[O:18][CH3:19])[c:13]3[CH2:14][CH2:15]2)[cH:29][cH:30][c:31]1[F:32]. Starting materials: C(C1=CC=CC=C1)N1C(=NC=2N(C(N(C(C12)=O)CCCOC1OCCCC1)=O)COCC[Si](C)(C)C)Cl (7-benzyl-8-chloro-1-(3-(tetrahydro-2H-pyran-2-yloxy)propyl)-3-((2-(trimethylsilyl)ethoxy)methyl)-1H-purine-2,6(3H,7H)-dione), C(C1=CC=CC=C1)N1C(=NC=2N(C(N(C(C12)=O)CCCOC1OCCCC1)=O)COCC[Si](C)(C)C)Cl (7-benzyl-8-chloro-1-(3-(tetrahydro-2H-pyran-2-yloxy)propyl)-3-((2-(trimethylsilyl)ethoxy)methyl)-1H-purine-2,6(3H,7H)-dione), FC(OC=1C=C(C=CC1)O)(F)F (3-(trifluoromethoxy)phenol), C([O-])([O-])=O.[K+].[K+] (potassium carbonate). The solvent is C(C)(=O)OCC (ethyl acetate), O (water), CN(C)C=O (DMF). Run at temperature 80 celsius, time 8 hour. Yields the product C(C1=CC=CC=C1)N1C(=NC=2N(C(N(C(C12)=O)CCCOC1OCCCC1)=O)COCC[Si](C)(C)C)OC1=CC(=CC=C1)OC(F)(F)F (7-benzyl-1-(3-(tetrahydro-2H-pyran-2-yloxy)propyl)-8-(3-(trifluoromethoxy)phenoxy)-3-((2-(trimethylsilyl)ethoxy)methyl)-1H-purine-2,6(3H,7H)-dione). Yield: 89.4%. RXN SMILES: [CH2:1]([N:8]1[C:16]2[C:15](=[O:17])[N:14]([CH2:18][CH2:19][CH2:20][O:21][CH:22]3[CH2:27][CH2:26][CH2:25][CH2:24][O:23]3)[C:13](=[O:28])[N:12]([CH2:29][O:30][CH2:31][CH2:32][Si:33]([CH3:36])([CH3:35])[CH3:34])[C:11]=2[N:10]=[C:9]1Cl)[C:2]1[CH:7]=[CH:6][CH:5]=[CH:4][CH:3]=1.[F:38][C:39]([F:49])([F:48])[O:40][C:41]1[CH:42]=[C:43]([OH:47])[CH:44]=[CH:45][CH:46]=1.C(=O)([O-])[O-].[K+].[K+]>CN(C=O)C.C(OCC)(=O)C.O>[CH2:1]([N:8]1[C:16]2[C:15](=[O:17])[N:14]([CH2:18][CH2:19][CH2:20][O:21][CH:22]3[CH2:27][CH2:26][CH2:25][CH2:24][O:23]3)[C:13](=[O:28])[N:12]([CH2:29][O:30][CH2:31][CH2:32][Si:33]([CH3:36])([CH3:35])[CH3:34])[C:11]=2[N:10]=[C:9]1[O:47][C:43]1[CH:44]=[CH:45][CH:46]=[C:41]([O:40][C:39]([F:38])([F:48])[F:49])[CH:42]=1)[C:2]1[CH:7]=[CH:6][CH:5]=[CH:4][CH:3]=1 |f:2.3.4|. Procedure details: To a solution of 7-benzyl-8-chloro-1-(3-(tetrahydro-2H-pyran-2-yloxy)propyl)-3-((2-(trimethylsilyl)ethoxy)methyl)-1H-purine-2,6(3H,7H)-dione (4.7 g, 8.58 mmol, intermediate 18) in DMF (15 mL) was added 3-(trifluoromethoxy)phenol (1.83 g, 10.28 mmol) and potassium carbonate (2.4 g, 17.39 mmol). The mixture was stirred at 80° C. overnight. The mixture was diluted with ethyl acetate and water, and the phases were separated. The organic phase was washed with brine, dried over sodium sulfate, filtere... Reactants: CC(C)(C)OC(=O)COc1cccc(CN(Cc2ccc(-c3nccs3)cc2)S(=O)(=O)c2ccc(Cl)cc2)c1, Cl, C1COCCO1. Product: O=C(O)COc1cccc(CN(Cc2ccc(-c3nccs3)cc2)S(=O)(=O)c2ccc(Cl)cc2)c1. RXN SMILES: [C:1]([CH3:2])([CH3:3])([CH3:4])[O:5][C:6]([CH2:7][O:8][c:9]1[cH:10][c:11]([CH2:15][N:16]([CH2:17][c:18]2[cH:19][cH:20][c:21](-[c:24]3[s:25][cH:26][cH:27][n:28]3)[cH:22][cH:23]2)[S:29](=[O:30])(=[O:31])[c:32]2[cH:33][cH:34][c:35]([Cl:38])[cH:36][cH:37]2)[cH:12][cH:13][cH:14]1)=[O:39].[ClH:40].[O:41]1[CH2:42][CH2:43][O:44][CH2:45][CH2:46]1>>[O:5]=[C:6]([CH2:7][O:8][c:9]1[cH:10][c:11]([CH2:15][N:16]([CH2:17][c:18]2[cH:19][cH:20][c:21](-[c:24]3[s:25][cH:26][cH:27][n:28]3)[cH:22][cH:23]2)[S:29](=[O:30])(=[O:31])[c:32]2[cH:33][cH:34][c:35]([Cl:38])[cH:36][cH:37]2)[cH:12][cH:13][cH:14]1)[OH:39].